From a dataset of the Open Reaction Database (ORD), a public repository of structured organic reaction records. describe an organic reaction: reactants, conditions, products, and yield The reactants are N#CC1CC(n2ccc(=O)[nH]c2=O)OC1COC(c1ccccc1)(c1ccccc1)c1ccccc1, C1CCOC1, Cc1cn(C2CC(O)C(CO)O2)c(=O)[nH]c1=O, CC(C)C[AlH]CC(C)C, Cc1ccccc1. Yields the product O=CC1CC(n2ccc(=O)[nH]c2=O)OC1COC(c1ccccc1)(c1ccccc1)c1ccccc1. Reaction SMILES: [C:1](#[N:2])[CH:3]1[CH2:4][CH:5]([n:29]2[c:30](=[O:31])[nH:32][c:33](=[O:34])[cH:35][cH:36]2)[O:6][CH:7]1[CH2:8][O:9][C:10]([c:11]1[cH:12][cH:13][cH:14][cH:15][cH:16]1)([c:17]1[cH:18][cH:19][cH:20][cH:21][cH:22]1)[c:23]1[cH:24][cH:25][cH:26][cH:27][cH:28]1.[CH2:63]1[O:64][CH2:65][CH2:66][CH2:67]1.[CH3:37][c:38]1[c:39](=[O:40])[nH:41][c:42](=[O:43])[n:45]([CH:46]2[O:47][CH:48]([CH2:49][OH:50])[CH:51]([OH:44])[CH2:52]2)[cH:53]1.[CH3:54][CH:55]([CH2:56][AlH:57][CH2:58][CH:59]([CH3:60])[CH3:61])[CH3:62].[CH3:68][c:69]1[cH:70][cH:71][cH:72][cH:73][cH:74]1>>[CH:1]([CH:3]1[CH2:4][CH:5]([n:29]2[c:30](=[O:31])[nH:32][c:33](=[O:34])[cH:35][cH:36]2)[O:6][CH:7]1[CH2:8][O:9][C:10]([c:11]1[cH:12][cH:13][cH:14][cH:15][cH:16]1)([c:17]1[cH:18][cH:19][cH:20][cH:21][cH:22]1)[c:23]1[cH:24][cH:25][cH:26][cH:27][cH:28]1)=[O:44].